This data is from the Open Reaction Database (ORD), a public repository of structured organic reaction records. The task is: describe an organic reaction: reactants, conditions, products, and yield Starting materials: O (water), ClC1=C(C=C(C#N)C=C1)[N+](=O)[O-] (4-chloro-3-nitrobenzonitril), NC=1C=C(C=CC1)C1=NC=NC=C1 (4-(3-Aminophenyl)pyrimidine), [H-].[Na+] (sodium hydride). Run in C1CCOC1 (THF). Conditions: time 2 day. Yields the product N1=CN=C(C=C1)C=1C=C(C=CC1)NC1=C(C=C(C=C1)C#N)[N+](=O)[O-] (N-(3-(4-pyrimidyl)phenyl)-4-cyano-2-nitroaniline). Isolated yield 96.6%. Reaction SMILES: Cl[C:2]1[CH:9]=[CH:8][C:5]([C:6]#[N:7])=[CH:4][C:3]=1[N+:10]([O-:12])=[O:11].[NH2:13][C:14]1[CH:15]=[C:16]([C:20]2[CH:25]=[CH:24][N:23]=[CH:22][N:21]=2)[CH:17]=[CH:18][CH:19]=1.[H-].[Na+].O>C1COCC1>[N:23]1[CH:24]=[CH:25][C:20]([C:16]2[CH:15]=[C:14]([NH:13][C:2]3[CH:9]=[CH:8][C:5]([C:6]#[N:7])=[CH:4][C:3]=3[N+:10]([O-:12])=[O:11])[CH:19]=[CH:18][CH:17]=2)=[N:21][CH:22]=1 |f:2.3|. Procedure details: To a mixture of 4-chloro-3-nitrobenzonitril (5.5 g, 30 mmol) and (58) (5.1 g, 30 mmol) in THF (120 ml) was added sodium hydride (2.3 g, 50% suspension in mineral oil). After stirring at room temperature for 2 days, the mixture was poured into water and extracted with CH2Cl2. The extract was concentrated under reduced pressure and the residue was triturated with diethylether to yield crystalline (59) (9.2 g, 96%). Yields the product C1(=CC=C(C=C1)C[C@@H]1C[C@](C(N1C(C(C)(C)C)=O)=O)(C(=O)O)C)C1=CC=CC=C1 ((3R,5R)-5-Biphenyl-4-ylmethyl-1-(2,2-dimethylpropionyl)-3-methyl-2-oxo-pyrrolidine-3-carboxylic acid), C1(=CC=C(C=C1)C[C@@H]1C[C@@](C(N1C(C(C)(C)C)=O)=O)(C(=O)O)C)C1=CC=CC=C1 ((3S,5R)-5-Biphenyl-4-ylmethyl-1-(2,2-dimethylpropionyl)-3-methyl-2-oxo-pyrrolidine-3-carboxylic acid). Procedure: 44 mg (3R/S, 5R)-5-Biphenyl-4-ylmethyl-3-methyl-2-oxo-pyrrolidine-3-carboxylic acid (R1=H; R10=OH; R11=Me) [66:34 mixture of C3-stereoisomers] are added to 10 ml toluene. 119 μl Triethylamine are added and the resulting mixture warmed to 60° C. 52 μl Pivaloyl chloride are added and the mixture is stirred for 4 h. The mixture is then cooled to room temperature. 250 mg Citric acid in water (5 ml) is added and the phases are separated. The organic phase is washed with water, dried (MgSO4) and conce... Reactants: C(CC(O)(C(=O)O)CC(=O)O)(=O)O (Citric acid), 3R/S, 5R, C1(=CC=C(C=C1)CC1CC(C(N1)=O)(C(=O)O)C)C1=CC=CC=C1 (5-Biphenyl-4-ylmethyl-3-methyl-2-oxo-pyrrolidine-3-carboxylic acid), C1(=CC=CC=C1)C (toluene), C(C(C)(C)C)(=O)Cl (Pivaloyl chloride). The solvent is O (water), C(C)N(CC)CC (Triethylamine). Run at temperature 60 celsius, time 4 hour. Reaction SMILES: [C:1]1([C:18]2[CH:23]=[CH:22][CH:21]=[CH:20][CH:19]=2)[CH:6]=[CH:5][C:4]([CH2:7][CH:8]2[NH:12][C:11](=[O:13])[C:10]([CH3:17])([C:14]([OH:16])=[O:15])[CH2:9]2)=[CH:3][CH:2]=1.C1(C)C=CC=CC=1.[C:31](Cl)(=[O:36])[C:32]([CH3:35])([CH3:34])[CH3:33].C(O)(=O)CC(CC(O)=O)(C(O)=O)O>O.C(N(CC)CC)C>[C:1]1([C:18]2[CH:19]=[CH:20][CH:21]=[CH:22][CH:23]=2)[CH:2]=[CH:3][C:4]([CH2:7][C@H:8]2[N:12]([C:31](=[O:36])[C:32]([CH3:35])([CH3:34])[CH3:33])[C:11](=[O:13])[C@:10]([CH3:17])([C:14]([OH:16])=[O:15])[CH2:9]2)=[CH:5][CH:6]=1.[C:1]1([C:18]2[CH:19]=[CH:20][CH:21]=[CH:22][CH:23]=2)[CH:2]=[CH:3][C:4]([CH2:7][C@H:8]2[N:12]([C:31](=[O:36])[C:32]([CH3:35])([CH3:34])[CH3:33])[C:11](=[O:13])[C@@:10]([CH3:17])([C:14]([OH:16])=[O:15])[CH2:9]2)=[CH:5][CH:6]=1. Reactants: ClC=1C=C(C=CC1)C(N1C=NC=C1)C1(C2CC3CC(CC1C3)C2)O ((3-chlorophenyl)-(2-hydroxy-2-adamantyl)-(1-imidazolyl)-methane), C([C@@H](O)[C@H](O)C(=O)O)(=O)O (D(-)-tartaric acid). Run in CO (methanol), C(C)#N (acetonitrile). Reaction conditions: time 2 day. Product: C(=O)(O)C(O)C(O)C(=O)O.ClC=1C=C(C=CC1)C(N1C=NC=C1)C1(C2CC3CC(CC1C3)C2)O ((3-chlorophenyl)-(2-hydroxy-2-adamantyl)-(1-imidazolyl)-methane hydrogen tartrate). Isolated yield 38.0%. As a reaction SMILES: [Cl:1][C:2]1[CH:3]=[C:4]([CH:8]([C:14]2([OH:24])[CH:21]3[CH2:22][CH:17]4[CH2:18][CH:19]([CH2:23][CH:15]2[CH2:16]4)[CH2:20]3)[N:9]2[CH:13]=[CH:12][N:11]=[CH:10]2)[CH:5]=[CH:6][CH:7]=1.[C:25]([OH:34])(=[O:33])[C@H:26]([C@@H:28]([C:30]([OH:32])=[O:31])[OH:29])[OH:27]>CO.C(#N)C>[C:30]([CH:28]([CH:26]([C:25]([OH:34])=[O:33])[OH:27])[OH:29])([OH:32])=[O:31].[Cl:1][C:2]1[CH:3]=[C:4]([CH:8]([C:14]2([OH:24])[CH:15]3[CH2:23][CH:19]4[CH2:18][CH:17]([CH2:22][CH:21]2[CH2:20]4)[CH2:16]3)[N:9]2[CH:13]=[CH:12][N:11]=[CH:10]2)[CH:5]=[CH:6][CH:7]=1 |f:4.5|. Procedure: 43.0 g (125.4 mmol) of (3-chlorophenyl)-(2-hydroxy-2-adamantyl)-(1-imidazolyl)-methane and 18.83 g (125.4 mmol) of D(-)-tartaric acid were dissolved in a mixture of 67 ml of methanol and 440 ml of acetonitrile at the boiling point. When the solution was slowly cooled to room temperature, crystallization occurred. After 2 days, the crystals were filtered off under suction and washed with acetonitrile and ether and dried for 3 hours at 98° C./3-6 mbar. 23.50 g of (3-chlorophenyl)-(2-hydroxy-2-adam... Reactants: CO, Cl, COC(=O)c1cc(C2CCCN2c2cccc(F)c2)c2oc(N3CCOC(C)C3)cc(=O)c2c1, [Na+], [OH-]. The product is CC1CN(c2cc(=O)c3cc(C(=O)O)cc(C4CCCN4c4cccc(F)c4)c3o2)CCO1. Reaction SMILES: [CH3:38][OH:39].[ClH:37].[F:3][c:4]1[cH:5][c:6]([N:10]2[CH:11]([c:15]3[cH:16][c:17]([C:33](=[O:34])[O:35][CH3:36])[cH:18][c:19]4[c:20](=[O:32])[cH:21][c:22]([N:25]5[CH2:26][CH:27]([CH3:31])[O:28][CH2:29][CH2:30]5)[o:23][c:24]34)[CH2:12][CH2:13][CH2:14]2)[cH:7][cH:8][cH:9]1.[Na+:2].[OH-:1]>>[F:3][c:4]1[cH:5][c:6]([N:10]2[CH:11]([c:15]3[cH:16][c:17]([C:33](=[O:34])[OH:35])[cH:18][c:19]4[c:20](=[O:32])[cH:21][c:22]([N:25]5[CH2:26][CH:27]([CH3:31])[O:28][CH2:29][CH2:30]5)[o:23][c:24]34)[CH2:12][CH2:13][CH2:14]2)[cH:7][cH:8][cH:9]1. Reactants: N#Cc1cc(Br)c2oc(-c3ccc(C(=O)NCC4CCN(c5ccc(C(F)(F)F)cn5)CC4)cc3)nc2c1, CC=C(C)B(O)O. The product is CC=C(C)c1cc(C#N)cc2nc(-c3ccc(C(=O)NCC4CCN(c5ccc(C(F)(F)F)cn5)CC4)cc3)oc12. RXN SMILES: [Br:1][c:2]1[cH:3][c:4]([C:37]#[N:38])[cH:5][c:6]2[n:7][c:8](-[c:11]3[cH:12][cH:13][c:14]([C:15](=[O:16])[NH:17][CH2:18][CH:19]4[CH2:20][CH2:21][N:22]([c:25]5[n:26][cH:27][c:28]([C:31]([F:32])([F:33])[F:34])[cH:29][cH:30]5)[CH2:23][CH2:24]4)[cH:35][cH:36]3)[o:9][c:10]12.[CH3:39][C:40](=[CH:41][CH3:42])[B:43]([OH:44])[OH:45]>>[c:2]1([C:40]([CH3:39])=[CH:41][CH3:42])[cH:3][c:4]([C:37]#[N:38])[cH:5][c:6]2[n:7][c:8](-[c:11]3[cH:12][cH:13][c:14]([C:15](=[O:16])[NH:17][CH2:18][CH:19]4[CH2:20][CH2:21][N:22]([c:25]5[n:26][cH:27][c:28]([C:31]([F:32])([F:33])[F:34])[cH:29][cH:30]5)[CH2:23][CH2:24]4)[cH:35][cH:36]3)[o:9][c:10]12. The reactants are O (water), BrC[C@H](CO)C ((S)-3-Bromo-2-methyl-1-propanol), BrC1=C(C=C(C=C1C)O)C (4-bromo-3,5-dimethylphenol), C([O-])([O-])=O.[K+].[K+] (potassium carbonate). Solvent: C(C)#N (acetonitrile). Product: BrC1=C(C=C(OC[C@H](CO)C)C=C1C)C ((S)-3-(4-Bromo-3,5-dimethyl-phenoxy)-2-methyl-propan-1-ol). RXN SMILES: Br[CH2:2][C@@H:3]([CH3:6])[CH2:4][OH:5].[Br:7][C:8]1[C:13]([CH3:14])=[CH:12][C:11]([OH:15])=[CH:10][C:9]=1[CH3:16].C(=O)([O-])[O-].[K+].[K+].O>C(#N)C>[Br:7][C:8]1[C:13]([CH3:14])=[CH:12][C:11]([O:15][CH2:2][C@@H:3]([CH3:6])[CH2:4][OH:5])=[CH:10][C:9]=1[CH3:16] |f:2.3.4|. Procedure details: (S)-3-Bromo-2-methyl-1-propanol (150 mg), 4-bromo-3,5-dimethylphenol (98.5 mg) and potassium carbonate are stirred in 5 mL of acetonitrile at 80° C. for 4 h. The reaction mixture is cooled to room temperature, water is added and the reaction mixture is extracted with diethyl ether. The organic phase is separated, dried over sodium sulfate and concentrated under vacuum to give a solid, used in the next step without further purification. Yield: 130 mg. Reactants: C1(=CC=CC2=CC=CC=C12)S(=O)(=O)Cl (naphthalenesulfonylchloride), NC1=CC=C(C=C1)C(C)=O (4′-Amino acetophenone), N1=CC=CC=C1 (pyridine), C1CCOC1 (THF), sulfonamide, C(C)(=O)OCC (ethyl acetate). The solvent is hexanes. Yields the product C(C)(=O)C1=CC=C(C=C1)NS(=O)(=O)C1=CC2=CC=CC=C2C=C1 (Naphthalene-2-sulfonic acid (4-acetyl-phenyl)-amide). Reaction SMILES: [NH2:1][C:2]1[CH:7]=[CH:6][C:5]([C:8](=[O:10])[CH3:9])=[CH:4][CH:3]=1.N1[CH:16]=[CH:15][CH:14]=[CH:13][CH:12]=1.C1([S:27](Cl)(=[O:29])=[O:28])C2C(=CC=CC=2)C=CC=1.C(O[CH2:35][CH3:36])(=O)C.[CH2:37]1[CH2:41]OC[CH2:38]1>>[C:8]([C:5]1[CH:6]=[CH:7][C:2]([NH:1][S:27]([C:12]2[CH:36]=[CH:35][C:41]3[C:14](=[CH:15][CH:16]=[CH:38][CH:37]=3)[CH:13]=2)(=[O:29])=[O:28])=[CH:3][CH:4]=1)(=[O:10])[CH3:9]. Procedure details: 4′-Amino acetophenone (1.20 g, 5.29 mmol) was dissolved in THF (8 ml) before pyridine (1.28 ml, 15.8 mmol) was added, leaving a yellow solution. The naphthalenesulfonylchloride (0.715 g, 5.29 mmol) was then added dropwise with stirring. After stirring for 5 hours, THF and pyridine were removed in vacuo. The desired sulfonamide (1.074 g, 3.30 mmol, 62%) was recrystallized from ethyl acetate and hexanes. It had LC-MS (ES+): 326 [MH]+ m/e